From a dataset of the Open Reaction Database (ORD), a public repository of structured organic reaction records. describe an organic reaction: reactants, conditions, products, and yield Starting materials: C1OC2=CC=C(C=C2O1)O (4,5-methylenedioxyphenol), S(=O)(=O)(Cl)Cl (sulphuryl chloride), [OH-].[Na+] (sodium hydroxide). The solvent is C(C)OCC (ethyl ether). The product is ClC1=C(C=C2C(=C1)OCO2)O (2-Chloro-4,5-methylenedioxyphenol). As a reaction SMILES: [CH2:1]1[O:9][C:8]2[C:3](=[CH:4][CH:5]=[C:6]([OH:10])[CH:7]=2)[O:2]1.[OH-].[Na+].S(Cl)([Cl:16])(=O)=O>C(OCC)C>[Cl:16][C:5]1[CH:4]=[C:3]2[O:2][CH2:1][O:9][C:8]2=[CH:7][C:6]=1[OH:10] |f:1.2|. Reported procedure: To a solution of 0.18 mol (25 g) of 4,5-methylenedioxyphenol in 125 ml of ethyl ether, 17 ml of sulphuryl chloride are added at a temperature below 35° C. As soon as the addition is complete, the ethyl ether is evaporated off at room temperature. The dry residue thereby obtained is taken up with 2N sodium hydroxide. The mixture is filtered to remove a resin. The filtrate is acidified with 2N hydrochloric acid; the expected product precipitates. After being washed with water and dried under vacuu... Starting materials: Cl (hydrochloric acid), C(C)(=O)O (acetic acid), NC1=C(N)C=C(C(=C1)S(N)(=O)=O)Cl (2-Amino-5-Chloro-4-Sulfamylaniline). The product is Cl.ClC1=CC2=C(NC(=N2)C)C=C1S(N)(=O)=O (5-Chloro-2-Methyl-6-Sulfamyl-1H-Benzimidazole Hydrochloride). Reaction SMILES: Cl.[NH2:2][C:3]1[CH:9]=[C:8]([S:10](=[O:13])(=[O:12])[NH2:11])[C:7]([Cl:14])=[CH:6][C:4]=1[NH2:5].[C:15](O)(=O)[CH3:16]>>[ClH:14].[Cl:14][C:7]1[C:8]([S:10](=[O:13])(=[O:12])[NH2:11])=[CH:9][C:3]2[NH:2][C:15]([CH3:16])=[N:5][C:4]=2[CH:6]=1 |f:3.4|. Procedure details: To 10 ml of 4 N hydrochloric acid containing 0.86 ml of acetic acid was added 2.22 g. of 2-amino-4-chloro-5-sulfamylaniline (VI) and the mixture refluxed for four hours. Concentration in vacuo gave a blue solid which was collected by filtration, dissolved in methanol, treated with charcoal and filtered. The blue solution was concentrated in vacuo and triturated with ether to yield a blue solid. Washing with methanol provided the product as light blue crystals which upon drying gave 1.0 g. of 5(6... Reactants: COC1=CC=C(C(=O)OC2=C(C=CC=C2)NC(C2=CC=C(C=C2)OC)=O)C=C1 (N-[2-(4-methoxybenzoyloxy)phenyl]-4-methoxybenzamide), [OH-].[Na+] (sodium hydroxide). Solvent: CO (methanol). Run at time 16 hour. The product is OC1=C(C=CC=C1)NC(C1=CC=C(C=C1)OC)=O (N-(2-Hydroxyphenyl)-4-methoxybenzamide). Yield: 89.9%. Reaction SMILES: COC1C=CC(C([O:9][C:10]2[CH:15]=[CH:14][CH:13]=[CH:12][C:11]=2[NH:16][C:17](=[O:26])[C:18]2[CH:23]=[CH:22][C:21]([O:24][CH3:25])=[CH:20][CH:19]=2)=O)=CC=1.[OH-].[Na+]>CO>[OH:9][C:10]1[CH:15]=[CH:14][CH:13]=[CH:12][C:11]=1[NH:16][C:17](=[O:26])[C:18]1[CH:19]=[CH:20][C:21]([O:24][CH3:25])=[CH:22][CH:23]=1 |f:1.2|. Procedure: A solution of N-[2-(4-methoxybenzoyloxy)phenyl]-4-methoxybenzamide (3.0 g, 8.0 mmol) in methanol (50 mL) was treated with 5 N aqueous sodium hydroxide (4.78 mL) at room temperature for 16 h. The solution was concentrated to one-half volume in vacuo, 5 N aqueous sodium hydroxide was added, and the resulting mixture stirred for an additional 16 h. The mixture was concentrated in vacuo and acidified with dilute hydrochloric acid. The resulting precipitate was collected by filtration, dissolved in e... Reactants: Cl.COC1=CC=C(C=C1)S(=O)(=O)N(CC(=O)O)CC1=NC2=CC=CC=C2C=C1 (2-[[4-methoxybenzenesulfonyl](2-quinolinylmethyl)amino]acetic acid hydrochloride), ON1N=NC2=C1C=CC=C2 (1-hydroxybenzotriazole), CN1CCOCC1 (4-methylmorpholine), Cl.C(C)(C)(C)ON (O-t-butylhydroxyl amine hydrochloride), Cl.CN(C)CCCN=C=NCC (N-[dimethylaminopropyl]-N'-ethylcarbodiimide hydrochloride). Solvent: C(Cl)Cl (methylene chloride), C(Cl)Cl (methylene chloride). Reaction conditions: temperature 0 celsius, time 8 hour. The product is C(C)(C)(C)ONC(CN(CC1=NC2=CC=CC=C2C=C1)S(=O)(=O)C1=CC=C(C=C1)OC)=O (N-(t-butyloxy)-2-[[4-methoxybenzenesulfonyl](2-quinolinylmethyl)amino]acetamide). Reaction SMILES: Cl.[CH3:2][O:3][C:4]1[CH:9]=[CH:8][C:7]([S:10]([N:13]([CH2:18][C:19]2[CH:28]=[CH:27][C:26]3[C:21](=[CH:22][CH:23]=[CH:24][CH:25]=3)[N:20]=2)[CH2:14][C:15]([OH:17])=O)(=[O:12])=[O:11])=[CH:6][CH:5]=1.ON1C2C=CC=CC=2N=N1.CN1CCOCC1.Cl.[C:47]([O:51][NH2:52])([CH3:50])([CH3:49])[CH3:48].Cl.CN(CCCN=C=NCC)C>C(Cl)Cl>[C:47]([O:51][NH:52][C:15](=[O:17])[CH2:14][N:13]([S:10]([C:7]1[CH:6]=[CH:5][C:4]([O:3][CH3:2])=[CH:9][CH:8]=1)(=[O:12])=[O:11])[CH2:18][C:19]1[CH:28]=[CH:27][C:26]2[C:21](=[CH:22][CH:23]=[CH:24][CH:25]=2)[N:20]=1)([CH3:50])([CH3:49])[CH3:48] |f:0.1,4.5,6.7|. Procedure details: Ethyl 2-[[4-methoxybenzenesulfonyl](2-quinolinylmethyl)amino]acetate (4.0g, 9.63 mmol) is dissolved in tetrahydrofuran (70.0 mL). To this solution is added lithium hydroxide (18.0 mL of a 1N aqueous solution, 18.0 mmol), and the reaction is stirred at room temperature overnight. The tetrahydrofuran is evaporated, the reaction is then acidified to pH=~3 using 1N hydrochloric acid, and extracted well with ethyl acetate. The combined organic layers are dried (Na2SO4), and the solvent is evaporated ... Starting materials: C(=O)(OC)CCCCC(=O)O (5-Carbomethoxypentanoic acid), S(=O)(Cl)Cl (thionyl chloride), BrN1C(CCC1=O)=O (N-bromosuccinimide). Yields the product BrC(C(=O)O)CCCC(=O)OC (2-bromo-5-carbomethoxypentanoic acid). Reaction SMILES: [C:1]([CH2:5][CH2:6][CH2:7][CH2:8][C:9]([OH:11])=[O:10])([O:3][CH3:4])=[O:2].S(Cl)(Cl)=O.[Br:16]N1C(=O)CCC1=O>>[Br:16][CH:8]([CH2:7][CH2:6][CH2:5][C:1]([O:3][CH3:4])=[O:2])[C:9]([OH:11])=[O:10]. Procedure details: 5-Carbomethoxypentanoic acid (12), wherein alk is methyl, was reacted with thionyl chloride and then N-bromosuccinimide (NBS) followed by base hydrolysis to give 2-bromo-5-carbomethoxypentanoic acid (13). Compound (13) was reacted with methyl-3-mercaptopropionate (m=1, R1 '=H and R2 '=OCH3) to yield 5-carbomethoxy-2-[(2-carbomethoxyethyl)thio]-pentanoic acid (14). Compound (14) reacted first with diborane and then with dimethylsulfoxide and trifluoroacetic anhydride to afford 5-carbomethoxy-2-[(... Reactants: O (water), OC=1C=C(C=O)C=CC1OC (3-hydroxy-4-methoxybenzaldehyde), C([O-])([O-])=O.[K+].[K+] (potassium carbonate), BrC(C)C (2-bromopropane). Solvent: CN(C=O)C (dimethylformamide). Product: COC1=C(C=C(C=O)C=C1)OC(C)C (4-methoxy-3-prop-2-yloxybenzaldehyde). As a reaction SMILES: [OH:1][C:2]1[CH:3]=[C:4]([CH:7]=[CH:8][C:9]=1[O:10][CH3:11])[CH:5]=[O:6].C(=O)([O-])[O-].[K+].[K+].Br[CH:19]([CH3:21])[CH3:20].O>CN(C)C=O>[CH3:11][O:10][C:9]1[CH:8]=[CH:7][C:4]([CH:5]=[O:6])=[CH:3][C:2]=1[O:1][CH:19]([CH3:21])[CH3:20] |f:1.2.3|. Procedure: A mixture of 3-hydroxy-4-methoxybenzaldehyde (20.0 g), anhydrous potassium carbonate (26.2 g) and 2-bromopropane (18.3 mL) in dry dimethylformamide (300 mL) is stirred and heated at 55°-65° C. for 24 hours. The cooled mixture is poured into water and extracted with ethyl acetate. The extract is dried over magnesium sulfate and concentrated in vacuo at 40° C., to give 4-methoxy-3-prop-2-yloxybenzaldehyde, in the form of an oil (24.2 g). Starting materials: Cc1cn(N)c2ccc(S(C)(=O)=O)cc12, CCOC(C)=O, Cc1nc(-c2cccc(F)c2)ncc1C(=O)O, CN(C)C=O. The product is Cc1nc(-c2cccc(F)c2)ncc1C(=O)Nn1cc(C)c2cc(S(C)(=O)=O)ccc21. RXN SMILES: [CH3:18][S:19](=[O:20])(=[O:21])[c:22]1[cH:23][c:24]2[c:25]([CH3:32])[cH:26][n:27]([NH2:31])[c:28]2[cH:29][cH:30]1.[CH3:38][CH2:39][O:40][C:41]([CH3:42])=[O:43].[F:1][c:2]1[cH:3][c:4](-[c:8]2[n:9][cH:10][c:11]([C:15](=[O:16])[OH:17])[c:12]([CH3:14])[n:13]2)[cH:5][cH:6][cH:7]1.[O:33]=[CH:34][N:35]([CH3:36])[CH3:37]>>[F:1][c:2]1[cH:3][c:4](-[c:8]2[n:9][cH:10][c:11]([C:15](=[O:17])[NH:31][n:27]3[cH:26][c:25]([CH3:32])[c:24]4[cH:23][c:22]([S:19]([CH3:18])(=[O:20])=[O:21])[cH:30][cH:29][c:28]43)[c:12]([CH3:14])[n:13]2)[cH:5][cH:6][cH:7]1.